This data is from the Open Reaction Database (ORD), a public repository of structured organic reaction records. The task is: describe an organic reaction: reactants, conditions, products, and yield Starting materials: ClC1=NC(=C2N=CN(C2=N1)CC1COCC1)Cl (2,6-Dichloro-9-(tetrahydrofuran-3-ylmethyl)-9H-purine), N1CCOCC1 (morpholine). Run in C(C)O (ethanol). Yields the product ClC1=NC(=C2N=CN(C2=N1)CC1COCC1)N1CCOCC1 (2-Chloro-6-morpholin-4-yl-9-(tetrahydrofuran-3-ylmethyl)-9H-purine). As a reaction SMILES: [Cl:1][C:2]1[N:10]=[C:9]2[C:5]([N:6]=[CH:7][N:8]2[CH2:11][CH:12]2[CH2:16][CH2:15][O:14][CH2:13]2)=[C:4](Cl)[N:3]=1.[NH:18]1[CH2:23][CH2:22][O:21][CH2:20][CH2:19]1>C(O)C>[Cl:1][C:2]1[N:10]=[C:9]2[C:5]([N:6]=[CH:7][N:8]2[CH2:11][CH:12]2[CH2:16][CH2:15][O:14][CH2:13]2)=[C:4]([N:18]2[CH2:23][CH2:22][O:21][CH2:20][CH2:19]2)[N:3]=1. Reported procedure: 2,6-Dichloro-9-(tetrahydrofuran-3-ylmethyl)-9H-purine (41 g) was dissolved in ethanol (200 ml) followed by the addition of morpholine (20 ml) and the resulting mixture was heated to reflux for 2 hours. The solvent was evaporated under reduced pressure, the residue was partitioned with ethyl acetate and saturated aqueous sodium bicarbonate solution, and the organic layer was washed with water and dried over magnesium sulfate. The solvent was evaporated under reduced pressure, and the residue was ... The reactants are COC=1C(C(=C(C(C1OC)=O)CC=1C=C(C=CC1)CCC(=O)O)C)=O (3-[3-(5,6-dimethoxy-3-methyl-1,4-benzoquinon-2-ylmethyl)phenyl]propionic acid), N1CCCCC1 (piperidine). Product: COC=1C(C(=C(C(C1OC)=O)CC=1C=C(C=CC1)CCC(=O)N1CCCCC1)C)=O (N-[3-[3-(5,6-dimethoxy-3-methyl-1,4-benzoquinon-2-ylmethyl)phenyl]propioyl]piperidine). The yield is 34.7%. As a reaction SMILES: [CH3:1][O:2][C:3]1[C:4](=[O:25])[C:5]([CH3:24])=[C:6]([CH2:12][C:13]2[CH:14]=[C:15]([CH2:19][CH2:20][C:21](O)=[O:22])[CH:16]=[CH:17][CH:18]=2)[C:7](=[O:11])[C:8]=1[O:9][CH3:10].[NH:26]1[CH2:31][CH2:30][CH2:29][CH2:28][CH2:27]1>>[CH3:1][O:2][C:3]1[C:4](=[O:25])[C:5]([CH3:24])=[C:6]([CH2:12][C:13]2[CH:14]=[C:15]([CH2:19][CH2:20][C:21]([N:26]3[CH2:31][CH2:30][CH2:29][CH2:28][CH2:27]3)=[O:22])[CH:16]=[CH:17][CH:18]=2)[C:7](=[O:11])[C:8]=1[O:9][CH3:10]. Procedure: 3-[3-(5,6-dimethoxy-3-methyl-1,4-benzoquinon-2-ylmethyl)phenyl]propionic acid (65 mg, 0.19 mmol) obtained in Example 31 and piperidine (0.022 ml, 0.21 mmol) were used, and a method similar to that described in Example 24 was employed to obtain the title compound (27 mg, 0.066 mmol, yield 35%). Starting materials: CN1CCCC1CCN1C(=O)CCc2cc([N+](=O)[O-])ccc21, CCO, [H][H]. Yields the product CN1CCCC1CCN1C(=O)CCc2cc(N)ccc21. RXN SMILES: [CH3:1][N:2]1[CH:3]([CH2:7][CH2:8][N:9]2[C:10](=[O:22])[CH2:11][CH2:12][c:13]3[cH:14][c:15]([N+:19]([O-:20])=[O:21])[cH:16][cH:17][c:18]32)[CH2:4][CH2:5][CH2:6]1.[CH3:25][CH2:26][OH:27].[H:23][H:24]>>[CH3:1][N:2]1[CH:3]([CH2:7][CH2:8][N:9]2[C:10](=[O:22])[CH2:11][CH2:12][c:13]3[cH:14][c:15]([NH2:19])[cH:16][cH:17][c:18]32)[CH2:4][CH2:5][CH2:6]1. Starting materials: CC(C)CBr, CC(C)(C)c1cc(Br)ccc1CCN, [H-], [Na+]. Product: CC(C)CNCCc1ccc(Br)cc1C(C)(C)C. RXN SMILES: [Br:17][CH2:18][CH:19]([CH3:20])[CH3:21].[Br:1][c:2]1[cH:3][c:4]([C:11]([CH3:12])([CH3:13])[CH3:14])[c:5]([CH2:8][CH2:9][NH2:10])[cH:6][cH:7]1.[H-:15].[Na+:16]>>[Br:1][c:2]1[cH:3][c:4]([C:11]([CH3:12])([CH3:13])[CH3:14])[c:5]([CH2:8][CH2:9][NH:10][CH2:18][CH:19]([CH3:20])[CH3:21])[cH:6][cH:7]1.